This data is from the Open Reaction Database (ORD), a public repository of structured organic reaction records. The task is: describe an organic reaction: reactants, conditions, products, and yield Starting materials: C(C)(C)(C)OC(NCC[C@@H](C)N1CCC(CC1)NCC1=CC(=CC=C1)Cl)=O ({(R)-3-[4-(3-chloro-benzylamino)-piperidin-1-yl]-butyl}-carbamic acid tert-butyl ester), Cl.CON (methoxyamine HCl), C1=CN(C=N1)C(=O)N2C=CN=C2 (CDI), CCN(C(C)C)C(C)C (DIPEA). The solvent is CC#N (CH3CN), CC#N (CH3CN). Reaction conditions: temperature 60 celsius, time 2 hour. Yields the product C(C)(C)(C)OC(NCC[C@@H](C)N1CCC(CC1)N(C(=O)NOC)CC1=CC(=CC=C1)Cl)=O (((R)-3-{4-[1-(3-chloro-benzyl)-3-methoxy-ureido]-piperidin-1-yl}-butyl)-carbamic acid tert-butyl ester). Isolated yield 60.3%. As a reaction SMILES: Cl.[CH3:2][O:3][NH2:4].C1N=CN([C:10](N2C=NC=C2)=[O:11])C=1.CCN(C(C)C)C(C)C.[C:26]([O:30][C:31](=[O:52])[NH:32][CH2:33][CH2:34][C@H:35]([N:37]1[CH2:42][CH2:41][CH:40]([NH:43][CH2:44][C:45]2[CH:50]=[CH:49][CH:48]=[C:47]([Cl:51])[CH:46]=2)[CH2:39][CH2:38]1)[CH3:36])([CH3:29])([CH3:28])[CH3:27]>CC#N>[C:26]([O:30][C:31](=[O:52])[NH:32][CH2:33][CH2:34][C@H:35]([N:37]1[CH2:38][CH2:39][CH:40]([N:43]([CH2:44][C:45]2[CH:50]=[CH:49][CH:48]=[C:47]([Cl:51])[CH:46]=2)[C:10]([NH:4][O:3][CH3:2])=[O:11])[CH2:41][CH2:42]1)[CH3:36])([CH3:27])([CH3:28])[CH3:29] |f:0.1|. Reported procedure: To a solution of methoxyamine HCl (0.25 g, 3.04 mmol) in CH3CN (5 ml) was added CDI (0.49 g, 3.04 mmol) and DIPEA (0.53 mL, 3.04 mmol). The mixture was stirred at 60° C. for 2 h, then a solution of {(R)-3-[4-(3-chloro-benzylamino)-piperidin-1-yl]-butyl}-carbamic acid tert-butyl ester (305 mg, 0.76 mmol) in CH3CN (5 ml) was added to the previous mixture. After stirring at 60° C. overnight, the mixture was concentrated in vacuo and diluted with CH2Cl2 (15 ml) and saturated NaHCO3 (20 ml). The aque...